The task is: describe an organic reaction: reactants, conditions, products, and yield. This data is from the Open Reaction Database (ORD), a public repository of structured organic reaction records. Reactants: O=C1NC2(CC[C@H](C2)C(=O)OCC2=CC=CC=C2)CCN1 ((2R)-benzyl 7-oxo-6,8-diazaspiro[4.5]decane-2-carboxylate). The reagents and catalysts are [Pd] (palladium). Run in CO (methanol). Reaction conditions: time 30 minute. Yields the product O=C1NC2(CC[C@H](C2)C(=O)O)CCN1 ((2R)-7-oxo-6,8-diazaspiro[4.5]decane-2-carboxylic acid). The yield is 72.5%. As a reaction SMILES: [O:1]=[C:2]1[NH:21][CH2:20][CH2:19][C:4]2([CH2:8][C@H:7]([C:9]([O:11]CC3C=CC=CC=3)=[O:10])[CH2:6][CH2:5]2)[NH:3]1>CO.[Pd]>[O:1]=[C:2]1[NH:21][CH2:20][CH2:19][C:4]2([CH2:8][C@H:7]([C:9]([OH:11])=[O:10])[CH2:6][CH2:5]2)[NH:3]1. Reported procedure: To a solution of (2R)-benzyl 7-oxo-6,8-diazaspiro[4.5]decane-2-carboxylate (from step E, 20 mg, 0.069 mmol) in methanol (2 mL) was added palladium (Pd/C, 10% wt., 7.38 mg, 6.94 μmol). The resulting mixture was stirred under a hydrogen balloon for 30 min. The reaction mixture was filtered. The filtrate was concentrated under reduced pressure to yield (2R)-7-oxo-6,8-diazaspiro[4.5]decane-2-carboxylic acid (10 mg, 0.050 mmol, 72.7% yield) as an oil. It was used as such for the next step without fur... Starting materials: Brc1ccc2c(c1)COC(NC1CCc3ccccc31)=N2, C=C[Sn](CCCC)(CCCC)CCCC, Cc1ccccc1, [Pd], c1ccc(P(c2ccccc2)c2ccccc2)cc1, c1ccc(P(c2ccccc2)c2ccccc2)cc1, c1ccc(P(c2ccccc2)c2ccccc2)cc1, c1ccc(P(c2ccccc2)c2ccccc2)cc1. Yields the product C=Cc1ccc2c(c1)COC(NC1CCc3ccccc31)=N2. Reaction SMILES: [Br:1][c:2]1[cH:3][c:4]2[c:5]([cH:20][cH:21]1)[N:6]=[C:7]([NH:10][CH:11]1[CH2:12][CH2:13][c:14]3[cH:15][cH:16][cH:17][cH:18][c:19]31)[O:8][CH2:9]2.[CH2:22]([CH2:23][CH2:35][CH3:36])[Sn:24]([CH2:25][CH2:26][CH2:27][CH3:28])([CH2:29][CH2:30][CH2:31][CH3:32])[CH:33]=[CH2:34].[CH3:37][c:38]1[cH:39][cH:40][cH:41][cH:42][cH:43]1.[Pd:44].[c:102]1([P:103]([c:104]2[cH:105][cH:106][cH:107][cH:108][cH:109]2)[c:110]2[cH:111][cH:112][cH:113][cH:114][cH:115]2)[cH:116][cH:117][cH:118][cH:119][cH:120]1.[c:45]1([P:46]([c:47]2[cH:48][cH:49][cH:50][cH:51][cH:52]2)[c:53]2[cH:54][cH:55][cH:56][cH:57][cH:58]2)[cH:59][cH:60][cH:61][cH:62][cH:63]1.[c:64]1([P:65]([c:66]2[cH:67][cH:68][cH:69][cH:70][cH:71]2)[c:72]2[cH:73][cH:74][cH:75][cH:76][cH:77]2)[cH:78][cH:79][cH:80][cH:81][cH:82]1.[c:83]1([P:84]([c:85]2[cH:86][cH:87][cH:88][cH:89][cH:90]2)[c:91]2[cH:92][cH:93][cH:94][cH:95][cH:96]2)[cH:97][cH:98][cH:99][cH:100][cH:101]1>>[c:2]1([CH:22]=[CH2:23])[cH:3][c:4]2[c:5]([cH:20][cH:21]1)[N:6]=[C:7]([NH:10][CH:11]1[CH2:12][CH2:13][c:14]3[cH:15][cH:16][cH:17][cH:18][c:19]31)[O:8][CH2:9]2.